Dataset: the Open Reaction Database (ORD), a public repository of structured organic reaction records. Task: describe an organic reaction: reactants, conditions, products, and yield Starting materials: BrC(C(=O)N)C1=C(C=C(C=C1)Br)F (2-bromo-2-(4-bromo-2-fluorophenyl)acetamide), Cl.C(C)N1C(COC2(C1)CCNCC2)=O (4-ethyl-1-oxa-4,9-diazaspiro[5.5]undecan-3-one hydrochloride), C([O-])([O-])=O.[K+].[K+] (potassium carbonate). Run in [Cl-].[Na+].O (brine), CN(C=O)C (N,N-dimethylformamide). Conditions: time 3 hour. The product is BrC1=CC(=C(C=C1)C(C(=O)N)N1CCC2(CN(C(CO2)=O)CC)CC1)F (2-(4-bromo-2-fluorophenyl)-2-(4-ethyl-3-oxo-1-oxa-4,9-diazaspiro[5.5]undecan-9-yl)acetamide). Isolated yield 62.5%. As a reaction SMILES: Br[CH:2]([C:6]1[CH:11]=[CH:10][C:9]([Br:12])=[CH:8][C:7]=1[F:13])[C:3]([NH2:5])=[O:4].Cl.[CH2:15]([N:17]1[CH2:22][C:21]2([CH2:27][CH2:26][NH:25][CH2:24][CH2:23]2)[O:20][CH2:19][C:18]1=[O:28])[CH3:16].C(=O)([O-])[O-].[K+].[K+]>CN(C)C=O.[Cl-].[Na+].O>[Br:12][C:9]1[CH:10]=[CH:11][C:6]([CH:2]([N:25]2[CH2:26][CH2:27][C:21]3([O:20][CH2:19][C:18](=[O:28])[N:17]([CH2:15][CH3:16])[CH2:22]3)[CH2:23][CH2:24]2)[C:3]([NH2:5])=[O:4])=[C:7]([F:13])[CH:8]=1 |f:1.2,3.4.5,7.8.9|. Procedure details: To a mixture of 2-bromo-2-(4-bromo-2-fluorophenyl)acetamide (250 mg, 0.8 mmol) and 4-ethyl-1-oxa-4,9-diazaspiro[5.5]undecan-3-one hydrochloride (189 mg, 0.8 mmol) in N,N-dimethylformamide (2 mL) at 23° C. was added potassium carbonate (333 mg, 2.4 mmol). The reaction mixture was stirred for 3 h and then was poured into brine (100 mL) and extracted with ether (3×100 mL). The combined organic layers were washed with brine (3×50 mL), dried over anhydrous Na2SO4, filtered and concentrated in vacuo. ...